From a dataset of the Open Reaction Database (ORD), a public repository of structured organic reaction records. describe an organic reaction: reactants, conditions, products, and yield Starting materials: intermediate 17, C1(=CC=CC=C1)C[C@@H](\C=C/C1=CC=CC=C1)N ((2S,3Z)-1,4-diphenylbut-3-en-2-amine), C1(=CC=CC=C1)C[C@@H](\C=C/C1=CC=CC=C1)N ((2S,3Z)-1,4-diphenylbut-3-en-2-amine), C(C)(C)(C)OC(=O)N([C@@H](C(C)C)C(=O)N[C@@H](C(C)C)C(=O)N(C)[C@H]([C@@H](CC(=O)N1[C@@H](CCC1)[C@@H]([C@@H](C)C(=O)O)OC)OC)[C@H](CC)C)C (N-(tert-butoxycarbonyl)-N-methyl-L-valyl-N-[(3R,4S,5S)-1-{(2S)-2-[(1R,2R)-2-carboxy-1-methoxypropyl]pyrrolidin-1-yl}-3-methoxy-5-methyl-1-oxoheptan-4-yl]-N-methyl-L-valinamide), C(C)(C)(C)OC(=O)N([C@@H](C(C)C)C(=O)N[C@@H](C(C)C)C(=O)N(C)[C@H]([C@@H](CC(=O)N1[C@@H](CCC1)[C@@H]([C@@H](C)C(=O)O)OC)OC)[C@H](CC)C)C (N-(tert-butoxycarbonyl)-N-methyl-L-valyl-N-[(3R,4S,5S)-1-{(2S)-2-[(1R,2R)-2-carboxy-1-methoxypropyl]pyrrolidin-1-yl}-3-methoxy-5-methyl-1-oxoheptan-4-yl]-N-methyl-L-valinamide). Product: C(C)(C)(C)OC(=O)N([C@@H](C(C)C)C(=O)N[C@@H](C(C)C)C(=O)N(C)[C@H]([C@@H](CC(=O)N1[C@@H](CCC1)[C@@H]([C@H](C(=O)N[C@@H](CC1=CC=CC=C1)\C=C/C1=CC=CC=C1)C)OC)OC)[C@H](CC)C)C (N-(tert-butoxycarbonyl)-N-methyl-L-valyl-N-[(3R,4S,5S)-1-{(2S)-2-[(1R,2R)-3-{[(2S,3Z)-1,4-diphenylbut-3-en-2-yl]amino}-1-methoxy-2-methyl-3-oxopropyl]-pyrrolidin-1-yl}-3-methoxy-5-methyl-1-oxoheptan-4-yl]-N-methyl-L-valinamide). RXN SMILES: [C:1]([O:5][C:6]([N:8]([CH3:48])[C@H:9]([C:13]([NH:15][C@H:16]([C:20]([N:22]([C@@H:24]([C@@H:44]([CH3:47])[CH2:45][CH3:46])[C@H:25]([O:42][CH3:43])[CH2:26][C:27]([N:29]1[CH2:33][CH2:32][CH2:31][C@H:30]1[C@H:34]([O:40][CH3:41])[C@H:35]([C:37](O)=[O:38])[CH3:36])=[O:28])[CH3:23])=[O:21])[CH:17]([CH3:19])[CH3:18])=[O:14])[CH:10]([CH3:12])[CH3:11])=[O:7])([CH3:4])([CH3:3])[CH3:2].[C:49]1([CH2:55][C@H:56]([NH2:65])/[CH:57]=[CH:58]\[C:59]2[CH:64]=[CH:63][CH:62]=[CH:61][CH:60]=2)[CH:54]=[CH:53][CH:52]=[CH:51][CH:50]=1>>[C:1]([O:5][C:6]([N:8]([CH3:48])[C@H:9]([C:13]([NH:15][C@H:16]([C:20]([N:22]([C@@H:24]([C@@H:44]([CH3:47])[CH2:45][CH3:46])[C@H:25]([O:42][CH3:43])[CH2:26][C:27]([N:29]1[CH2:33][CH2:32][CH2:31][C@H:30]1[C@H:34]([O:40][CH3:41])[C@@H:35]([CH3:36])[C:37]([NH:65][C@H:56](/[CH:57]=[CH:58]\[C:59]1[CH:64]=[CH:63][CH:62]=[CH:61][CH:60]=1)[CH2:55][C:49]1[CH:54]=[CH:53][CH:52]=[CH:51][CH:50]=1)=[O:38])=[O:28])[CH3:23])=[O:21])[CH:17]([CH3:18])[CH3:19])=[O:14])[CH:10]([CH3:12])[CH3:11])=[O:7])([CH3:2])([CH3:3])[CH3:4]. Reported procedure: First, N-(tert-butoxycarbonyl)-N-methyl-L-valyl-N-[(3R,4S,5S)-1-{(2S)-2-[(1R,2R)-3-{[(2S,3Z)-1,4-diphenylbut-3-en-2-yl]amino}-1-methoxy-2-methyl-3-oxopropyl]-pyrrolidin-1-yl}-3-methoxy-5-methyl-1-oxoheptan-4-yl]-N-methyl-L-valinamide was synthesized by analogy with the synthesis of intermediate 17 by reacting 20 mg (29 μmol) N-(tert-butoxycarbonyl)-N-methyl-L-valyl-N-[(3R,4S,5S)-1-{(2S)-2-[(1R,2R)-2-carboxy-1-methoxypropyl]pyrrolidin-1-yl}-3-methoxy-5-methyl-1-oxoheptan-4-yl]-N-methyl-L-valinami... Reactants: [BH4-], CC(C)(C)OC(=O)C1(S(=O)(=O)N2CCC(=O)CC2)CCOCC1, CO, [Na+]. Product: CC(C)(C)OC(=O)C1(S(=O)(=O)N2CCC(O)CC2)CCOCC1. As a reaction SMILES: [BH4-:24].[C:1]([CH3:2])([CH3:3])([CH3:4])[O:5][C:6](=[O:7])[C:8]1([S:14](=[O:15])(=[O:16])[N:17]2[CH2:18][CH2:19][C:20](=[O:23])[CH2:21][CH2:22]2)[CH2:9][CH2:10][O:11][CH2:12][CH2:13]1.[CH3:26][OH:27].[Na+:25]>>[C:1]([CH3:2])([CH3:3])([CH3:4])[O:5][C:6](=[O:7])[C:8]1([S:14](=[O:15])(=[O:16])[N:17]2[CH2:18][CH2:19][CH:20]([OH:23])[CH2:21][CH2:22]2)[CH2:9][CH2:10][O:11][CH2:12][CH2:13]1.